From a dataset of the Open Reaction Database (ORD), a public repository of structured organic reaction records. describe an organic reaction: reactants, conditions, products, and yield Starting materials: CC1(C)OCC(Cc2ccccc2)N1C(=O)C(=O)c1ccn(-c2ccc(-c3ccccc3)cc2)c1, CCOC(=O)C(=O)NN1C(Cc2ccccc2)COC1(C)C, c1ccc(-c2ccc(-c3ccco3)cc2)cc1. Yields the product CC1(C)OCC(Cc2ccccc2)N1C(=O)C(=O)c1ccc(-c2ccc(-c3ccccc3)cc2)o1. RXN SMILES: [CH2:1]([c:2]1[cH:3][cH:4][cH:5][cH:6][cH:7]1)[CH:8]1[N:9]([C:15]([C:16](=[O:17])[c:18]2[cH:19][cH:20][n:21](-[c:22]3[cH:23][cH:24][c:25](-[c:26]4[cH:27][cH:28][cH:29][cH:30][cH:31]4)[cH:32][cH:33]3)[cH:34]2)=[O:35])[C:10]([CH3:13])([CH3:14])[O:11][CH2:12]1.[CH2:53]([O:54][C:55](=[O:56])[C:57]([NH:58][N:59]1[CH:60]([CH2:61][c:62]2[cH:63][cH:64][cH:65][cH:66][cH:67]2)[CH2:68][O:69][C:70]1([CH3:71])[CH3:72])=[O:73])[CH3:74].[c:36]1(-[c:47]2[cH:48][cH:49][cH:50][cH:51][cH:52]2)[cH:37][cH:38][c:39](-[c:42]2[o:43][cH:44][cH:45][cH:46]2)[cH:40][cH:41]1>>[CH2:1]([c:2]1[cH:3][cH:4][cH:5][cH:6][cH:7]1)[CH:8]1[N:9]([C:15]([C:16](=[O:17])[c:44]2[o:43][c:42](-[c:39]3[cH:38][cH:37][c:36](-[c:47]4[cH:48][cH:49][cH:50][cH:51][cH:52]4)[cH:41][cH:40]3)[cH:46][cH:45]2)=[O:35])[C:10]([CH3:13])([CH3:14])[O:11][CH2:12]1. The reactants are C(CC=1C(C(=O)OC)=CC=CC1)(=O)OC (dimethyl homophthalate), BrC1=C(C=O)C=C(C=C1)OC (2-bromo-5-methoxybenzaldehyde). Product: COC1=CC=C2C=3C=CC=C4C3C(=CC2=C1)C(=O)OC4=O (7-Methoxyphenanthrene-1,10-dicarboxylic Anhydride). RXN SMILES: [C:1]([O:14]C)(=[O:13])[CH2:2][C:3]1[C:4](=[CH:9][CH:10]=[CH:11][CH:12]=1)[C:5]([O:7]C)=O.Br[C:17]1[CH:24]=[CH:23][C:22]([O:25][CH3:26])=[CH:21][C:18]=1[CH:19]=O>>[CH3:26][O:25][C:22]1[CH:21]=[C:18]2[C:17]([C:12]3[CH:11]=[CH:10][CH:9]=[C:4]4[C:5](=[O:7])[O:14][C:1](=[O:13])[C:2](=[CH:19]2)[C:3]=34)=[CH:24][CH:23]=1. Reported procedure: As described in example 50, the following compounds were prepared from dimethyl homophthalate and 2-bromo-5-methoxybenzaldehyde (Handford, B. O.; Whalley, W. B. J. Chem. Soc. 1963, 3896): The reactants are ammonium salt, ammonium salt, ClC1=C(C(=C(C(=N1)Cl)Cl)Cl)Cl (pentachloropyridine), COP(O)(=O)C (methanephosphonic acid monomethyl ester). Reagents/catalysts: [Zn] (zinc). Solvent: CC(P([O-])(=O)[O-])C (dimethylmethanephosphonate), O (water). Yields the product ClC1=NC(=C(C=C1Cl)Cl)Cl (2,3,5,6-tetrachloropyridine). The yield is 80.4%. RXN SMILES: [Cl:1][C:2]1[N:7]=[C:6]([Cl:8])[C:5]([Cl:9])=[C:4](Cl)[C:3]=1[Cl:11].COP(C)(=O)O>CC(C)P([O-])(=O)[O-].O.[Zn]>[Cl:8][C:6]1[C:5]([Cl:9])=[CH:4][C:3]([Cl:11])=[C:2]([Cl:1])[N:7]=1. Procedure details: 4.6 g (0.07 gram atom) of zinc dust is introduced into a solution, heated to 90° C., of 12.57 g (0.05 mol) of pentachloropyridine in 150 ml of dimethylmethanephosphonate, and there is then added dropwise in the course of 25 minutes, with stirring, a solution of 9.52 g (0.075 mol) of the ammonium salt of methanephosphonic acid monomethyl ester in 44 ml of water. After the addition of the ammonium salt has been completed, the reaction mixture is firstly stirred for 30 minutes, subsequently filtere... Starting materials: N1CCOCC1 (morpholine), ClC1=NC2=CC=CC=C2C(=N1)NCCN(CC)CC (2-chloro-4-(2-diethylaminoethylamino)quinazoline). The solvent is O1CCCC1 (tetrahydrofuran), O1CCCC1 (tetrahydrofuran). Yields the product Cl.O1CCN(CC1)C1=NC2=CC=CC=C2C(=N1)NCCN(CC)CC (2-morpholino-4-(2-diethylaminoethylamino)quinazoline hydrochloride). Yield: 41.5%. Reaction SMILES: [NH:1]1[CH2:6][CH2:5][O:4][CH2:3][CH2:2]1.[Cl:7][C:8]1[N:17]=[C:16]([NH:18][CH2:19][CH2:20][N:21]([CH2:24][CH3:25])[CH2:22][CH3:23])[C:15]2[C:10](=[CH:11][CH:12]=[CH:13][CH:14]=2)[N:9]=1>O1CCCC1>[ClH:7].[O:4]1[CH2:5][CH2:6][N:1]([C:8]2[N:17]=[C:16]([NH:18][CH2:19][CH2:20][N:21]([CH2:24][CH3:25])[CH2:22][CH3:23])[C:15]3[C:10](=[CH:11][CH:12]=[CH:13][CH:14]=3)[N:9]=2)[CH2:2][CH2:3]1 |f:3.4|. Reported procedure: A solution of 5 g of morpholine in 50 ml of tetrahydrofuran was added to 6.8 g of 2-chloro-4-(2-diethylaminoethylamino)quinazoline in 50 ml of tetrahydrofuran. The reaction mixture was heated at reflux overnight and then evaporated to dryness. The residue was suspended in dilute sodium hydroxide solution and the crude product was extracted into ether. The ether extract was washed with water, dried over anhydrous sodium sulfate, filtered, and the filtrate evaporated to dryness. Attempts to crysta... Run in C1CCOC1 (THF), C1CCOC1 (THF), CCCCCC (hexane). As a reaction SMILES: CC1(C)CCCC(C)(C)N1.C([Li])CCC.[Br:16][C:17]1[CH:22]=[CH:21][CH:20]=[CH:19][C:18]=1[F:23].[C:24](=[O:26])=[O:25]>C1COCC1.CCCCCC>[Br:16][C:17]1[C:18]([F:23])=[C:19]([CH:20]=[CH:21][CH:22]=1)[C:24]([OH:26])=[O:25]. Isolated yield 55.0%. Reaction conditions: temperature -10 celsius, time 1.5 hour. Reactants: BrC1=C(C=CC=C1)F (1-bromo-2-fluorobenzene), CC1(NC(CCC1)(C)C)C (2,2,6,6-tetramethylpiperidine), C(CCC)[Li] (butyl lithium), C(=O)=O (CO2). Reported procedure: To a stirred solution of 2,2,6,6-tetramethylpiperidine (31.1 g, 0.22 mol) in THF (200 mL) was added dropwise a solution of butyl lithium (0.22 mol) in hexane (146.7 mL) at −10° C. The mixture was stirred for 1.5 h at −10° C. and the fluoroarene (1-bromo-2-fluorobenzene) in THF (100 mL) was consecutively added to the solution at −75° C. The mixture was stirred for 2 h at −75° C., before being poured on excess of CO2 gas. Then the reaction mixture was warmed to room temperature and stirred over ni... Yields the product BrC=1C(=C(C(=O)O)C=CC1)F (3-Bromo-2-fluorobenzoic acid). Starting materials: C(C)(C)(C)OC(=O)N1CC2C(C2C1)N1C(NC(C1=O)(CC1=CC=NC=C1)CC=C)=S (6-(4-Allyl-5-oxo-4-pyridin-4-ylmethyl-2-thioxo-imidazolidin-1-yl)-3-aza-bicyclo[3.1.0]hexane-3-carboxylic acid tert-butyl ester), C(#N)C1=CC=C(C(CBr)=O)C=C1 (4-cyanophenacyl bromide), C[Si](C)(C)[N-][Si](C)(C)C.[K+] (potassium bis(trimethylsilyl)amide). Yields the product C(C)(C)(C)OC(=O)N1CC2C(C2C1)N1C(=NC(C1=O)(CC1=CC=NC=C1)CC=C)SCC(=O)C1=CC=C(C=C1)C#N (6-{4-Allyl-2-[2-(4-cyano-phenyl)-2-oxo-ethylsulfanyl]-5-oxo-4-pyridin-4-ylmethyl-4,5-dihydro-imidazol-1-yl}-3-aza-bicyclo[3.1.0]hexane-3-carboxylic acid tert-butyl ester). As a reaction SMILES: [C:1]([O:5][C:6]([N:8]1[CH2:13][CH:12]2[CH:10]([CH:11]2[N:14]2[C:18](=[O:19])[C:17]([CH2:27][CH:28]=[CH2:29])([CH2:20][C:21]3[CH:26]=[CH:25][N:24]=[CH:23][CH:22]=3)[NH:16][C:15]2=[S:30])[CH2:9]1)=[O:7])([CH3:4])([CH3:3])[CH3:2].[C:31]([C:33]1[CH:42]=[CH:41][C:36]([C:37](=[O:40])[CH2:38]Br)=[CH:35][CH:34]=1)#[N:32].C[Si]([N-][Si](C)(C)C)(C)C.[K+]>>[C:1]([O:5][C:6]([N:8]1[CH2:9][CH:10]2[CH:12]([CH:11]2[N:14]2[C:18](=[O:19])[C:17]([CH2:27][CH:28]=[CH2:29])([CH2:20][C:21]3[CH:22]=[CH:23][N:24]=[CH:25][CH:26]=3)[N:16]=[C:15]2[S:30][CH2:38][C:37]([C:36]2[CH:41]=[CH:42][C:33]([C:31]#[N:32])=[CH:34][CH:35]=2)=[O:40])[CH2:13]1)=[O:7])([CH3:4])([CH3:3])[CH3:2] |f:2.3|. Procedure: Using the same procedure as described in Example 2C, the reaction of the title compound of 30A (10.3 mmol) and 4-cyanophenacyl bromide (11.3 mmol) in the presence of potassium bis(trimethylsilyl)amide (11.3 mmol) generated the title compound of 30B, 4.82 g (8.4 mmol, 84% yield).